From a dataset of the Open Reaction Database (ORD), a public repository of structured organic reaction records. describe an organic reaction: reactants, conditions, products, and yield The reactants are CC(=O)O[BH-](OC(C)=O)OC(C)=O, CC1(O)CNC1, Cn1c(CC=O)nc2c(N3CCOCC3)nc(Cl)nc21, Cn1cnc2c(Cl)nc(Cl)nc21, [Na+]. Product: Cn1c(CCN2CC(C)(O)C2)nc2c(N3CCOCC3)nc(Cl)nc21. Reaction SMILES: [C:39]([O:40][BH-:41]([O:42][C:43](=[O:44])[CH3:45])[O:46][C:47](=[O:48])[CH3:49])(=[O:50])[CH3:51].[CH3:21][C:22]1([OH:26])[CH2:23][NH:24][CH2:25]1.[Cl:1][c:2]1[n:3][c:4]([N:15]2[CH2:16][CH2:17][O:18][CH2:19][CH2:20]2)[c:5]2[n:6][c:7]([CH2:12][CH:13]=[O:14])[n:8]([CH3:11])[c:9]2[n:10]1.[Cl:27][c:28]1[n:29][c:30]2[c:31]([n:32][cH:33][n:34]2[CH3:35])[c:36]([Cl:37])[n:38]1.[Na+:52]>>[Cl:1][c:2]1[n:3][c:4]([N:15]2[CH2:16][CH2:17][O:18][CH2:19][CH2:20]2)[c:5]2[n:6][c:7]([CH2:12][CH2:13][N:24]3[CH2:23][C:22]([CH3:21])([OH:26])[CH2:25]3)[n:8]([CH3:11])[c:9]2[n:10]1.